Dataset: the Open Reaction Database (ORD), a public repository of structured organic reaction records. Task: describe an organic reaction: reactants, conditions, products, and yield Starting materials: CC(=O)N=C(OC(C)=O)N1CCSC1c1ccccc1OCCN1CCN(c2cccc(F)c2)CC1, CCO, Cl, [Na+], C1CCOC1, [OH-]. Product: CC(=O)NC(=O)N1CCSC1c1ccccc1OCCN1CCN(c2cccc(F)c2)CC1. Reaction SMILES: [C:1]([CH3:2])(=[O:3])[N:4]=[C:5]([O:6][C:7](=[O:8])[CH3:9])[N:10]1[CH:11]([c:15]2[c:16]([O:21][CH2:22][CH2:23][N:24]3[CH2:25][CH2:26][N:27]([c:30]4[cH:31][c:32]([F:36])[cH:33][cH:34][cH:35]4)[CH2:28][CH2:29]3)[cH:17][cH:18][cH:19][cH:20]2)[S:12][CH2:13][CH2:14]1.[CH3:38][CH2:39][OH:40].[ClH:37].[Na+:47].[O:41]1[CH2:42][CH2:43][CH2:44][CH2:45]1.[OH-:46]>>[C:1]([CH3:2])(=[O:3])[NH:4][C:5](=[O:6])[N:10]1[CH:11]([c:15]2[c:16]([O:21][CH2:22][CH2:23][N:24]3[CH2:25][CH2:26][N:27]([c:30]4[cH:31][c:32]([F:36])[cH:33][cH:34][cH:35]4)[CH2:28][CH2:29]3)[cH:17][cH:18][cH:19][cH:20]2)[S:12][CH2:13][CH2:14]1.